Dataset: the Open Reaction Database (ORD), a public repository of structured organic reaction records. Task: describe an organic reaction: reactants, conditions, products, and yield Reactants: Cl.C(C)C1=CC=C2C(OC3(CCNCC3)C2=C1)=O (6-ethylspiro[isobenzofuran-1(3H),4′-piperidine]-3-one hydrochloride), C1(=CC=CC=C1)C=1N=CC(=NC1)NC(OC1=CC=CC=C1)=O (phenyl N-(5-phenyl-2-pyrazinyl)carbamate), [OH-].[Na+] (sodium hydroxide). Solvent: CS(=O)C (dimethyl sulfoxide). Run at time 5 minute. Product: C(C)C1=CC=C2C(OC3(CCN(CC3)C(=O)NC3=NC=C(N=C3)C3=CC=CC=C3)C2=C1)=O (6-ethyl-3-oxo-N-(5-phenyl-2-pyrazinyl)spiro[isobenzofuran-1(3H),4′-piperidine]-1′-carboxamide). Yield: 54.2%. RXN SMILES: Cl.[CH2:2]([C:4]1[CH:17]=[C:16]2[C:7]([C:8](=[O:18])[O:9][C:10]32[CH2:15][CH2:14][NH:13][CH2:12][CH2:11]3)=[CH:6][CH:5]=1)[CH3:3].[C:19]1([C:25]2[N:26]=[CH:27][C:28]([NH:31][C:32](=O)[O:33]C3C=CC=CC=3)=[N:29][CH:30]=2)[CH:24]=[CH:23][CH:22]=[CH:21][CH:20]=1.[OH-].[Na+]>CS(C)=O>[CH2:2]([C:4]1[CH:17]=[C:16]2[C:7]([C:8](=[O:18])[O:9][C:10]32[CH2:11][CH2:12][N:13]([C:32]([NH:31][C:28]2[CH:27]=[N:26][C:25]([C:19]4[CH:20]=[CH:21][CH:22]=[CH:23][CH:24]=4)=[CH:30][N:29]=2)=[O:33])[CH2:14][CH2:15]3)=[CH:6][CH:5]=1)[CH3:3] |f:0.1,3.4|. Procedure: To a suspension of 6-ethylspiro[isobenzofuran-1(3H),4′-piperidine]-3-one hydrochloride (53 mg) and phenyl N-(5-phenyl-2-pyrazinyl)carbamate (58 mg) in dimethyl sulfoxide (1 mL) was added 10 M sodium hydroxide aqueous solution (0.02 mL). The mixture was vigorously stirred for 5 minutes followed by partition between water and ethyl acetate. The organic layer was separated and then washed with saturated saline solution and then dried over anhydrous Na2SO4 The concentration of the organic solvent le... Yields the product BrC1=CC=C2CCNC2=C1 (6-Bromoindoline). Starting materials: BrC1=CC=C2C=CNC2=C1 (6-Bromoindole), C(#N)[BH3-].[Na+] (sodium cyanoborohydride). Reaction SMILES: [Br:1][C:2]1[CH:10]=[C:9]2[C:5]([CH:6]=[CH:7][NH:8]2)=[CH:4][CH:3]=1.C([BH3-])#N.[Na+]>>[Br:1][C:2]1[CH:10]=[C:9]2[C:5]([CH2:6][CH2:7][NH:8]2)=[CH:4][CH:3]=1 |f:1.2|. Procedure details: 6-Bromoindole (D75) was reduced with sodium cyanoborohydride as in the method of Description 10 to yield the title compound (D76). The reactants are C(C)OC(=O)C1(C(N(CC1)C1CC2=C(N=CN2)CC1)=O)CC1=C(C=C(C=C1Cl)OCC1=CC=CC=C1)Cl (3-(4-Benzyloxy-2,6-dichloro-benzyl)-2-oxo-1-(4,5,6,7-tetrahydro-3H-benzoimidazol-5-yl)-pyrrolidine-3-carboxylic acid ethyl ester), [OH-].[Na+] (NaOH). Solvent: CO (Methanol). Conditions: time 16 hour. The product is C(C1=CC=CC=C1)OC1=CC(=C(CC2(C(N(CC2)C2CC3=C(N=CN3)CC2)=O)C(=O)O)C(=C1)Cl)Cl (3-(4-Benzyloxy-2,6-dichloro-benzyl)-2-oxo-1-(4,5,6,7-tetrahydro-3H-benzoimidazol-5-yl)-pyrrolidine-3-carboxylic acid). Reaction SMILES: C([O:3][C:4]([C:6]1([CH2:21][C:22]2[C:27]([Cl:28])=[CH:26][C:25]([O:29][CH2:30][C:31]3[CH:36]=[CH:35][CH:34]=[CH:33][CH:32]=3)=[CH:24][C:23]=2[Cl:37])[CH2:10][CH2:9][N:8]([CH:11]2[CH2:19][CH2:18][C:14]3[N:15]=[CH:16][NH:17][C:13]=3[CH2:12]2)[C:7]1=[O:20])=[O:5])C.[OH-].[Na+]>CO>[CH2:30]([O:29][C:25]1[CH:26]=[C:27]([Cl:28])[C:22]([CH2:21][C:6]2([C:4]([OH:5])=[O:3])[CH2:10][CH2:9][N:8]([CH:11]3[CH2:19][CH2:18][C:14]4[N:15]=[CH:16][NH:17][C:13]=4[CH2:12]3)[C:7]2=[O:20])=[C:23]([Cl:37])[CH:24]=1)[C:31]1[CH:32]=[CH:33][CH:34]=[CH:35][CH:36]=1 |f:1.2|. Procedure details: Dissolve 3-(4-Benzyloxy-2,6-dichloro-benzyl)-2-oxo-1-(4,5,6,7-tetrahydro-3H-benzoimidazol-5-yl)-pyrrolidine-3-carboxylic acid ethyl ester (3 g, 5.5 mmol) (Preparation 11) in 10 ml of Methanol and then add 10 ml of 2N NaOH. Stir this mixture for 16 h, concentrate, and then add dioxane and acetic acid to obtain 3-(4-Benzyloxy-2,6-dichloro-benzyl)-2-oxo-1-(4,5,6,7-tetrahydro-3H-benzoimidazol-5-yl)-pyrrolidine-3-carboxylic acid which is not isolated. Reflux the mixture overnight, quench with water a... Reactants: 4-nitrophenylchloroformate, C([O-])([O-])=O.[Na+].[Na+] (Sodium Carbonate), ClC1=C(CN)C=CC=C1F (2-chloro,3-fluorobenzylamine). The solvent is C(Cl)Cl (DCM), C(Cl)Cl (DCM). Conditions: temperature 0 celsius, time 1 hour. Yields the product ClC1=C(CNC(OC2=CC=C(C=C2)[N+](=O)[O-])=O)C=CC=C1F (4-nitrophenyl 2-chloro-3-fluorobenzylcarbamate). RXN SMILES: [CH:1]1[C:6]([N+:7]([O-:9])=[O:8])=[CH:5][CH:4]=[C:3]([Cl-]C([O-])=O)[CH:2]=1.[Cl:14][C:15]1[C:22]([F:23])=[CH:21][CH:20]=[CH:19][C:16]=1[CH2:17][NH2:18].[C:24](=O)([O-:26])[O-:25].[Na+].[Na+]>C(Cl)Cl>[Cl:14][C:15]1[C:22]([F:23])=[CH:21][CH:20]=[CH:19][C:16]=1[CH2:17][NH:18][C:24](=[O:25])[O:26][C:3]1[CH:2]=[CH:1][C:6]([N+:7]([O-:9])=[O:8])=[CH:5][CH:4]=1 |f:2.3.4|. Reported procedure: A 5 liter 3-neck RBF was charged with 4-nitrophenylchloroformate (126.3 g, 627 mmol), DCM (3000 mL), under N2 atm and chilled in a 0° C. ice bath. A solution of 2-chloro,3-fluorobenzylamine (100.0 g, 627 mmol) followed by solid Sodium Carbonate (155.0 g, 1460 mmol) was quickly added in one portion into the reaction solution. The reaction mixture was stirred at 0° C. for 1 h and an LC/MS was taken to confirm consumption of the starting material and presence of the nitrophenyl intermediate. The re...